Dataset: the Open Reaction Database (ORD), a public repository of structured organic reaction records. Task: describe an organic reaction: reactants, conditions, products, and yield Starting materials: CC(CN)(C)C=1N=C(OC1)C1=CC=CC=C1 (2-methyl-2-(2-phenyloxazol-4-yl)propan-1-amine), FC(C1=NC(=NO1)C=1C=C(C(=O)O)C=CC1)(F)F (3-(5-(trifluoromethyl)-1,2,4-oxadiazol-3-yl)benzoic acid). The product is CC(CNC(C1=CC(=CC=C1)C1=NOC(=N1)C(F)(F)F)=O)(C)C=1N=C(OC1)C1=CC=CC=C1 (N-(2-Methyl-2-(2-phenyloxazol-4-yl)propyl)-3-(5-(trifluoromethyl)-1,2,4-oxadiazol-3-yl)benzamide). The yield is 44.0%. Reaction SMILES: [CH3:1][C:2]([C:6]1[N:7]=[C:8]([C:11]2[CH:16]=[CH:15][CH:14]=[CH:13][CH:12]=2)[O:9][CH:10]=1)([CH3:5])[CH2:3][NH2:4].[F:17][C:18]([F:34])([F:33])[C:19]1[O:23][N:22]=[C:21]([C:24]2[CH:25]=[C:26]([CH:30]=[CH:31][CH:32]=2)[C:27](O)=[O:28])[N:20]=1>>[CH3:5][C:2]([C:6]1[N:7]=[C:8]([C:11]2[CH:16]=[CH:15][CH:14]=[CH:13][CH:12]=2)[O:9][CH:10]=1)([CH3:1])[CH2:3][NH:4][C:27](=[O:28])[C:26]1[CH:30]=[CH:31][CH:32]=[C:24]([C:21]2[N:20]=[C:19]([C:18]([F:34])([F:33])[F:17])[O:23][N:22]=2)[CH:25]=1. Reported procedure: This compound was synthesized from 2-methyl-2-(2-phenyloxazol-4-yl)propan-1-amine and 3-(5-(trifluoromethyl)-1,2,4-oxadiazol-3-yl)benzoic acid as described in example 8 step 6 (15 g, yield 44%) as a white solid. 1H NMR (400 MHz, CDCl3) δ 8.66 (t, J=1.5 Hz, 1H), 8.29-8.26 (m, 2H), 8.20-8.17 (dt, J=8.0 Hz, 1.2 Hz, 1H), 8.09-8.06 (m, 2H), 7.68-7.64 (t, J=7.9 Hz, 1H), 7.51 (s, 1H), 7.47-7.40 (m, 3H), 3.66 (d, J=5.6 Hz, 2H), 1.43 (s, 6H). MS (ESI) m/z: Calculated for C23H19F3N4O3: 456.14. found: 457.... RXN SMILES: [NH2:1][C:2]1[N:6]([C:7](=[O:16])[C:8]2[C:13]([F:14])=[CH:12][CH:11]=[CH:10][C:9]=2[F:15])[N:5]=[C:4]([NH:17][C:18]2[CH:23]=[CH:22][C:21]([S:24]([NH2:27])(=[O:26])=[O:25])=[CH:20][CH:19]=2)[N:3]=1.CC(C)([O-])C.[K+].[C:34]1(=[O:41])[O:40][C:38](=[O:39])[CH2:37][CH2:36][CH2:35]1>C(O)(=O)C.C1COCC1>[NH2:1][C:2]1[N:6]([C:7](=[O:16])[C:8]2[C:13]([F:14])=[CH:12][CH:11]=[CH:10][C:9]=2[F:15])[N:5]=[C:4]([NH:17][C:18]2[CH:23]=[CH:22][C:21]([S:24]([NH:27][C:34](=[O:41])[CH2:35][CH2:36][CH2:37][C:38]([OH:40])=[O:39])(=[O:25])=[O:26])=[CH:20][CH:19]=2)[N:3]=1 |f:1.2|. Procedure: To a nitrogen purged flask was added 4-[5-amino-1-(2,6-difluorobenzoyl)-1H-[1,2,4]triazol-3-ylamino]-benzenesulfonamide Compound 1a (2.0 g, 5.1 mmol) and THF (200 mL). The mixture was cooled to 0° C. and potassium tert-butoxide (6.1 mL, 1.0 M solu in THF) was added dropwise. After addition the mixture was stirred at 0° C. for 1 hr, then glutaric anhydride (0.69 g in 10 mL THF, 6.0 mmol) was added dropwise. The stirring was continued for 30 min, then the mixture was warmed to rt and stirred overn... Product: NC1=NC(=NN1C(C1=C(C=CC=C1F)F)=O)NC1=CC=C(C=C1)S(=O)(=O)NC(CCCC(=O)O)=O (5-{4-[5-amino-1-(2,6-difluoro-benzoyl)-1H-[1,2,4]triazol-3-ylamino]-benzenesulfonylamino}-5-oxo-pentanoic acid), Compound 11. Run in C1CCOC1 (THF). Yield: 26.0%. Reagents/catalysts: C(C)(=O)O (acetic acid). Conditions: temperature 0 celsius, time 1 hour. Reactants: NC1=NC(=NN1C(C1=C(C=CC=C1F)F)=O)NC1=CC=C(C=C1)S(=O)(=O)N (4-[5-amino-1-(2,6-difluorobenzoyl)-1H-[1,2,4]triazol-3-ylamino]-benzenesulfonamide), 1a, CC(C)([O-])C.[K+] (potassium tert-butoxide), C1(CCCC(=O)O1)=O (glutaric anhydride). Starting materials: ClC1c2ccccc2CSc2ccccc21, N#C[Cu], c1ccccc1. RXN SMILES: [Cl:1][CH:2]1[c:3]2[c:4]([cH:13][cH:14][cH:15][cH:16]2)[S:5][CH2:6][c:7]2[c:8]1[cH:9][cH:10][cH:11][cH:12]2.[Cu:17][C:18]#[N:19].[cH:20]1[cH:21][cH:22][cH:23][cH:24][cH:25]1>>[CH:2]1([C:18]#[N:19])[c:3]2[c:4]([cH:13][cH:14][cH:15][cH:16]2)[S:5][CH2:6][c:7]2[c:8]1[cH:9][cH:10][cH:11][cH:12]2. Yields the product N#CC1c2ccccc2CSc2ccccc21. Reactants: C1(CC1)N (cyclopropylamine), ClC1=CC=C(C=C1)NC1=NC=C(C(=N1)SC#N)[N+](=O)[O-] (2-(4-chlorophenylamino)-4-thiocyanato-5-nitro-pyrimidine), O (water). The solvent is CN(C=O)C (dimethylformamide). Product: ClC1=CC=C(C=C1)NC1=NC=C(C(=N1)NC1CC1)[N+](=O)[O-] (2-(4-chlorophenylamino)-4-cyclopropylamino-5-nitro-pyrimidine). RXN SMILES: [CH:1]1([NH2:4])[CH2:3][CH2:2]1.[Cl:5][C:6]1[CH:11]=[CH:10][C:9]([NH:12][C:13]2[N:18]=[C:17](SC#N)[C:16]([N+:22]([O-:24])=[O:23])=[CH:15][N:14]=2)=[CH:8][CH:7]=1.O>CN(C)C=O>[Cl:5][C:6]1[CH:7]=[CH:8][C:9]([NH:12][C:13]2[N:14]=[C:15]([NH:4][CH:1]3[CH2:3][CH2:2]3)[C:16]([N+:22]([O-:24])=[O:23])=[CH:17][N:18]=2)=[CH:10][CH:11]=1. Procedure details: 0.93 g of cyclopropylamine are added to 1 g of 2-(4-chlorophenylamino)-4-thiocyanato-5-nitro-pyrimidine in 10 ml dimethylformamide and stirred for 1½ hours at ambient temperature. 30 ml of water are added, the solid is suction filtered, washed with water and dried.